This data is from the Open Reaction Database (ORD), a public repository of structured organic reaction records. The task is: describe an organic reaction: reactants, conditions, products, and yield Starting materials: BrC1=CC(=C(C2=CC=CC=C12)NC(=O)C(=O)OCC)[N+](=O)[O-] (4-bromo-1-ethoxalylamino-2-nitronaphthalene), CN(C=O)C (dimethylformamide), N (ammonia). Reagents/catalysts: [Pd] (Pd-C). Run in O1CCCC1 (tetrahydrofuran). Yields the product ON1C(C(NC=2C3=C(C=CC12)C=CC=C3)=O)=O (4-hydroxy-benzo[f]quinoxaline-2,3(1H,4H)-dione). Isolated yield 64.4%. RXN SMILES: Br[C:2]1[C:11]2[C:6](=[CH:7][CH:8]=[CH:9][CH:10]=2)[C:5]([NH:12][C:13]([C:15](OCC)=[O:16])=[O:14])=[C:4]([N+:20]([O-:22])=O)[CH:3]=1.CN(C)C=O.N>O1CCCC1.[Pd]>[OH:22][N:20]1[C:4]2[CH:3]=[CH:2][C:11]3[CH:10]=[CH:9][CH:8]=[CH:7][C:6]=3[C:5]=2[NH:12][C:13](=[O:14])[C:15]1=[O:16]. Reported procedure: A solution of 0.5 g (1.36 mmol) 4-bromo-1-ethoxalylamino-2-nitronaphthalene in 30 ml tetrahydrofuran was added 10 ml dimethylformamide and 0.7 ml 25% aqueous ammonia. The mixture was hydrogenated at atm. pressure by using 50 mg 5% Pd-C as a catalyst. The precipitated product was filtered off and washed with tetrahydrofuran. The filter cake was washed several times with 5% aqueous potassium hydroxide. Acidification of the filtrate with 4N hydrochloric acid and recrystallization (dimethylformamide... The reactants are ClC(Cl)(Cl)Cl, CC1CN(CCO)CC(C)O1, c1ccc(P(c2ccccc2)c2ccccc2)cc1. Product: CC1CN(CCCl)CC(C)O1. Reaction SMILES: [C:31]([Cl:32])([Cl:33])([Cl:34])[Cl:35].[OH:1][CH2:2][CH2:3][N:4]1[CH2:5][CH:6]([CH3:11])[O:7][CH:8]([CH3:10])[CH2:9]1.[c:12]1([P:13]([c:14]2[cH:15][cH:16][cH:17][cH:18][cH:19]2)[c:20]2[cH:21][cH:22][cH:23][cH:24][cH:25]2)[cH:26][cH:27][cH:28][cH:29][cH:30]1>>[CH2:2]([CH2:3][N:4]1[CH2:5][CH:6]([CH3:11])[O:7][CH:8]([CH3:10])[CH2:9]1)[Cl:32].